The task is: describe an organic reaction: reactants, conditions, products, and yield. This data is from the Open Reaction Database (ORD), a public repository of structured organic reaction records. Reactants: C#CC(=O)O, CCN(C(C)C)C(C)C, CC(C(=O)N1CCCC(N)C1)N1CCC(NS(=O)(=O)c2ccc3cc(Cl)ccc3c2)C1=O, CN(C)C=O. Yields the product C#CC(=O)NC1CCCN(C(=O)C(C)N2CCC(NS(=O)(=O)c3ccc4cc(Cl)ccc4c3)C2=O)C1. RXN SMILES: [C:33]([C:34]#[CH:35])(=[O:36])[OH:37].[CH:38]([N:39]([CH2:40][CH3:41])[CH:42]([CH3:43])[CH3:44])([CH3:45])[CH3:46].[NH2:1][CH:2]1[CH2:3][N:4]([C:8]([CH:9]([CH3:10])[N:11]2[C:12](=[O:31])[CH:13]([NH:16][S:17](=[O:18])(=[O:19])[c:20]3[cH:21][c:22]4[cH:23][cH:24][c:25]([Cl:30])[cH:26][c:27]4[cH:28][cH:29]3)[CH2:14][CH2:15]2)=[O:32])[CH2:5][CH2:6][CH2:7]1.[O:47]=[CH:48][N:49]([CH3:50])[CH3:51]>>[NH:1]([CH:2]1[CH2:3][N:4]([C:8]([CH:9]([CH3:10])[N:11]2[C:12](=[O:31])[CH:13]([NH:16][S:17](=[O:18])(=[O:19])[c:20]3[cH:21][c:22]4[cH:23][cH:24][c:25]([Cl:30])[cH:26][c:27]4[cH:28][cH:29]3)[CH2:14][CH2:15]2)=[O:32])[CH2:5][CH2:6][CH2:7]1)[C:33]([C:34]#[CH:35])=[O:36]. Starting materials: C1(=CC=CC=C1)OC(NC1=NC=NC=C1)=O (pyrimidin-4-yl-carbamic acid phenyl ester), N1(CCNCC1)CC=1C=NC2=CC=CC=C2C1 (3-piperazin-1-ylmethyl-quinoline). Product: N1=CN=C(C=C1)NC(=O)N1CCN(CC1)CC=1C=NC2=CC=CC=C2C1 (4-Quinolin-3-ylmethyl-piperazine-1-carboxylic acid pyrimidin-4-ylamide). RXN SMILES: C1(O[C:8](=[O:16])[NH:9][C:10]2[CH:15]=[CH:14][N:13]=[CH:12][N:11]=2)C=CC=CC=1.[N:17]1([CH2:23][C:24]2[CH:25]=[N:26][C:27]3[C:32]([CH:33]=2)=[CH:31][CH:30]=[CH:29][CH:28]=3)[CH2:22][CH2:21][NH:20][CH2:19][CH2:18]1>>[N:13]1[CH:14]=[CH:15][C:10]([NH:9][C:8]([N:20]2[CH2:21][CH2:22][N:17]([CH2:23][C:24]3[CH:25]=[N:26][C:27]4[C:32]([CH:33]=3)=[CH:31][CH:30]=[CH:29][CH:28]=4)[CH2:18][CH2:19]2)=[O:16])=[N:11][CH:12]=1. Procedure details: The title compound was prepared from pyrimidin-4-yl-carbamic acid phenyl ester and 3-piperazin-1-ylmethyl-quinoline in analogy with Example 142. 1H NMR (400 MHz, CDCl3): 8.94 (d, J=2.0 Hz, 1H), 8.76 (s, 1H), 8.54 (d, J=6.1 Hz, 1H), 8.25 (s, 1H), 8.20 (d, J=8.8 Hz, 1H), 7.99 (d, J=5.8 Hz, 1H), 7.87 (d, J=7.8 Hz, 1H), 7.79-7.75 (m, 1H), 7.64-7.60 (m, 1H), 7.38 (br s, 1H), 3.85 (s, 2H), 3.64 (br s, 4H), 2.66 (bs, 4H). The solvent is C(C)(=O)OCC (ethyl acetate). Reported procedure: 0.67 g (4.13 mmol) of homophthalic anhydride and 0.4 g (3.30 mmol) of 2,6-dimethylaniline were mixed, and melted at a temperature of 200° C. for 1 hour. The reactant was dissolved in ethyl acetate, washed with aqueous NaHCO3 solution, with water and then with saturated aqueous sodium chloride, dried over anhydrous MgSO4, and subjected to filtration with a folded filter paper. The filtrate was concentrated and evaporated to dryness. The residue was recrystallized by using a mixture of CH2Cl2 and ... Yields the product CC1=C(C(=CC=C1)C)N1C(CC=2C(C1=O)=CC=CC2)=O (N-(2,6-dimethylphenyl)-homophthalimide). Reactants: C1(CC=2C(C(=O)O1)=CC=CC2)=O (homophthalic anhydride), CC1=C(N)C(=CC=C1)C (2,6-dimethylaniline). Conditions: time 1 hour. Yield: 68.0%. RXN SMILES: [C:1]1(=[O:12])[O:7][C:5](=O)[C:4]2=[CH:8][CH:9]=[CH:10][CH:11]=[C:3]2[CH2:2]1.[CH3:13][C:14]1[CH:20]=[CH:19][CH:18]=[C:17]([CH3:21])[C:15]=1[NH2:16]>C(OCC)(=O)C>[CH3:13][C:14]1[CH:20]=[CH:19][CH:18]=[C:17]([CH3:21])[C:15]=1[N:16]1[C:5](=[O:7])[C:4]2=[CH:8][CH:9]=[CH:10][CH:11]=[C:3]2[CH2:2][C:1]1=[O:12]. The reactants are N1(N=NC=C1)CCCCC1=CC=C(C=C1)O (4-(4-[1,2,3]triazol-1-yl-butyl)phenol), [H-].[Na+] (sodium hydride), O (water), ClCC=1C=NC=C(C1)C1=CC=C(C=C1)C(F)(F)F (3-Chloromethyl-5-(4-trifluoromethyl-phenyl)-pyridine). Run in CN(C=O)C (N,N-dimethylformamide). Conditions: temperature 0 celsius, time 30 minute. The product is N1(N=NC=C1)CCCCC1=CC=C(OCC=2C=NC=C(C2)C2=CC=C(C=C2)C(F)(F)F)C=C1 (3-[4-(4-[1,2,3]Triazol-1-yl-butyl)-phenoxymethyl]-5-(4-trifluoromethyl-phenyl)-pyridine). Isolated yield 46.8%. Reaction SMILES: [N:1]1([CH2:6][CH2:7][CH2:8][CH2:9][C:10]2[CH:15]=[CH:14][C:13]([OH:16])=[CH:12][CH:11]=2)[CH:5]=[CH:4][N:3]=[N:2]1.[H-].[Na+].Cl[CH2:20][C:21]1[CH:22]=[N:23][CH:24]=[C:25]([C:27]2[CH:32]=[CH:31][C:30]([C:33]([F:36])([F:35])[F:34])=[CH:29][CH:28]=2)[CH:26]=1.O>CN(C)C=O>[N:1]1([CH2:6][CH2:7][CH2:8][CH2:9][C:10]2[CH:11]=[CH:12][C:13]([O:16][CH2:20][C:21]3[CH:22]=[N:23][CH:24]=[C:25]([C:27]4[CH:28]=[CH:29][C:30]([C:33]([F:36])([F:34])[F:35])=[CH:31][CH:32]=4)[CH:26]=3)=[CH:14][CH:15]=2)[CH:5]=[CH:4][N:3]=[N:2]1 |f:1.2|. Reported procedure: A solution of 37 mg (0.17 mmol) 4-(4-[1,2,3]triazol-1-yl-butyl)phenol in 2.0 ml N,N-dimethylformamide was treated at 0° C. with 7 mg (0.17 mmol) of 60% sodium hydride and stirred at 0° C. for 30 min. Then 50 mg (0.17 mmol) 3-Chloromethyl-5-(4-trifluoromethyl-phenyl)-pyridine were added and stirred continued at r. t. over night. After addition of 4 ml water, the precipitate was isolated, washed thoroughly with water, n-heptane and diisopropylether. The residue was dried at 40° C. to give 36 mg (4... Starting materials: BrC=1C(=CC=2C(CCC(C2C1)(C)C)(C)C)OCOC (3-bromo-2-methoxymethoxy-5,6,7,8-tetrahydro-5,5,8,8-tetramethylnaphthalene), B(O)O (boronic acid). Product: COCOC1=C(C=2C(CCC(C2C=C1)(C)C)(C)C)B(O)O (2-Methoxymethoxy-5,6,7,8-tetrahydro-5,5,8,8-tetramethylnaphthylboronic acid). As a reaction SMILES: Br[C:2]1[C:3]([O:16][CH2:17][O:18][CH3:19])=[CH:4][C:5]2[C:6]([CH3:15])([CH3:14])[CH2:7][CH2:8][C:9]([CH3:13])([CH3:12])[C:10]=2[CH:11]=1.[BH:20]([OH:22])[OH:21]>>[CH3:19][O:18][CH2:17][O:16][C:3]1[CH:2]=[CH:11][C:10]2[C:9]([CH3:13])([CH3:12])[CH2:8][CH2:7][C:6]([CH3:15])([CH3:14])[C:5]=2[C:4]=1[B:20]([OH:22])[OH:21]. Procedure details: In a similar manner to Example 3(a), starting with 8 g (24.4 mmol) of 3-bromo-2-methoxymethoxy-5,6,7,8-tetrahydro-5,5,8,8-tetramethylnaphthalene, 5.5 g (77%) of the expected boronic acid are obtained, with a melting point of 133-4° C. The reactants are CN(C1=CC=C(C=C1)[N+](=O)[O-])C=1SC2=C(C(N1)=O)C=CC=N2 (2-[N-methyl-N-(4-nitrophenyl)amino]-4H-pyrido[3,2-e]-1,3-thiazin-4-one), [H][H] (hydrogen). The reagents and catalysts are [Pd] (Pd on carbon). Solvent: CN(C)C=O (DMF). Product: ONC1=CC=C(C=C1)N(C)C=1SC2=C(C(N1)=O)C=CC=N2 (2-[N-(4-hydroxyaminophenyl)-N-methylamino]-4H-pyrido[3,2-e]-1,3-thiazin-4-one). Yield: 6.8%. As a reaction SMILES: [CH3:1][N:2]([C:12]1[S:13][C:14]2[N:22]=[CH:21][CH:20]=[CH:19][C:15]=2[C:16](=[O:18])[N:17]=1)[C:3]1[CH:8]=[CH:7][C:6]([N+:9]([O-])=[O:10])=[CH:5][CH:4]=1.[H][H]>[Pd].CN(C=O)C>[OH:10][NH:9][C:6]1[CH:7]=[CH:8][C:3]([N:2]([C:12]2[S:13][C:14]3[N:22]=[CH:21][CH:20]=[CH:19][C:15]=3[C:16](=[O:18])[N:17]=2)[CH3:1])=[CH:4][CH:5]=1. Procedure details: A mixture of 1.181 g (3.76 mmol) of 2-[N-methyl-N-(4-nitrophenyl)amino]-4H-pyrido[3,2-e]-1,3-thiazin-4-one obtained in Example 63, 100 ml of DMF and 250 mg of 10% Pd on carbon was stirred in an atmosphere of hydrogen for 6 days. The reaction mixture was then heated so that the compound thus precipitated was dissolved. The insoluble matters were hot-removed by filtration. The solution thus obtained was then allowed to cool to room temperature. The resulting crystal was collected by filtration, wa... Reactants: COC1=C(C(=C(C(=C1CCCC)OCOC)OC)CCCCCC1=C(C(=CC(=C1OCOC)OC)OCOC)OC)OCOC (1,4-dimethoxy-2,5-bis(methoxymethoxy)-6-butyl-3-{5-[2,5-dimethoxy-3,6-bis(methoxymethoxy)phenyl]pentyl}benzene), C(CCC)[Li] (n-butyllithium), CN(P(N(C)C)(N(C)C)=O)C (hexamethylphosphoric triamide), CN(CCN(C)C)C (N,N,N',N'-tetramethylethylenediamine). Run in mixed solvent, C1(=CC=CC=C1)C.O1CCCC1 (toluene tetrahydrofuran), C(C)(=O)OCC (ethyl acetate). Conditions: time 30 minute. The product is COC1=C(C(=C(C(=C1CCCC)OCOC)OC)CCCCCC1=C(C(=C(C(=C1OCOC)OC)O)OCOC)OC)OCOC (1,4-dimethoxy-2,5-bis(methoxymethoxy)-6-butyl-3{5-[2,5-dimethoxy-3,6-bis(methoxymethoxy)-4-hydroxyphenyl]pentyl}benzene). Reaction SMILES: [CH3:1][O:2][C:3]1[C:8]([CH2:9][CH2:10][CH2:11][CH3:12])=[C:7]([O:13][CH2:14][O:15][CH3:16])[C:6]([O:17][CH3:18])=[C:5]([CH2:19][CH2:20][CH2:21][CH2:22][CH2:23][C:24]2[C:29]([O:30][CH2:31][O:32][CH3:33])=[C:28]([O:34][CH3:35])[CH:27]=[C:26]([O:36][CH2:37][O:38][CH3:39])[C:25]=2[O:40][CH3:41])[C:4]=1[O:42][CH2:43][O:44][CH3:45].CN(C)P(=[O:55])(N(C)C)N(C)C.CN(C)CCN(C)C.C([Li])CCC>C1(C)C=CC=CC=1.O1CCCC1.C(OCC)(=O)C>[CH3:1][O:2][C:3]1[C:8]([CH2:9][CH2:10][CH2:11][CH3:12])=[C:7]([O:13][CH2:14][O:15][CH3:16])[C:6]([O:17][CH3:18])=[C:5]([CH2:19][CH2:20][CH2:21][CH2:22][CH2:23][C:24]2[C:29]([O:30][CH2:31][O:32][CH3:33])=[C:28]([O:34][CH3:35])[C:27]([OH:55])=[C:26]([O:36][CH2:37][O:38][CH3:39])[C:25]=2[O:40][CH3:41])[C:4]=1[O:42][CH2:43][O:44][CH3:45] |f:4.5|. Reported procedure: Under argon gas stream conditions 2 g of 1,4-dimethoxy-2,5-bis(methoxymethoxy)-6-butyl-3-{5-[2,5-dimethoxy-3,6-bis(methoxymethoxy)phenyl]pentyl}benzene was dissolved in 50 ml of a mixed solvent of anhydrous toluene-tetrahydrofuran (4:1), to this solution were added 10 ml of hexamethylphosphoric triamide and 0.94 ml of N,N,N',N'-tetramethylethylenediamine, then the whole mixture was cooled on a dry ice-acetone bath. 4 Milliliter of n-butyllithium (1.5 M, n-hexane solution) was added dropwise to t... Starting materials: COC=1C=C2C(=CC=NC2=CC1OC)OC1=CC=C(C=C1)N (6,7-Dimethoxy-4-(4-aminophenoxy)quinoline), S1C(=CC=C1)C(=O)O (2-thiophenecarboxylic acid), Cl.C(C)N=C=NCCCN(C)C (1-ethyl-3-(3'-dimethylaminopropyl)carbodiimide hydrochloride). The solvent is CN(C=O)C (N,N-dimethylformamide). Run at time 62 hour. Product: COC=1C=C2C(=CC=NC2=CC1OC)OC1=CC=C(C=C1)NC(=O)C=1SC=CC1 (N-{4-[(6,7-Dimethoxy-4-quinolinyl)oxy]phenyl}-2-thiophenecarboxamide). Isolated yield 53.9%. RXN SMILES: [CH3:1][O:2][C:3]1[CH:4]=[C:5]2[C:10](=[CH:11][C:12]=1[O:13][CH3:14])[N:9]=[CH:8][CH:7]=[C:6]2[O:15][C:16]1[CH:21]=[CH:20][C:19]([NH2:22])=[CH:18][CH:17]=1.[S:23]1[CH:27]=[CH:26][CH:25]=[C:24]1[C:28](O)=[O:29].Cl.C(N=C=NCCCN(C)C)C>CN(C)C=O>[CH3:1][O:2][C:3]1[CH:4]=[C:5]2[C:10](=[CH:11][C:12]=1[O:13][CH3:14])[N:9]=[CH:8][CH:7]=[C:6]2[O:15][C:16]1[CH:17]=[CH:18][C:19]([NH:22][C:28]([C:24]2[S:23][CH:27]=[CH:26][CH:25]=2)=[O:29])=[CH:20][CH:21]=1 |f:2.3|. Reported procedure: 6,7-Dimethoxy-4-(4-aminophenoxy)quinoline (50 mg) and commercially available 2-thiophenecarboxylic acid (46 mg) were dissolved in N,N-dimethylformamide (2 ml), 1-ethyl-3-(3'-dimethylaminopropyl)carbodiimide hydrochloride (99 mg) was added, and the admixture was stirred at room temperature for 62 hours. The reaction mixture was then purified in the same manner as described in Example 51 to obtain 37 mg of the title compound (yield: 54%). Starting materials: NC1=CC=C(C=C1)NC(OCC(=O)OC(C)(C)C)=O (1-Boc-methyl 4-aminophenylcarbamate), C(=O)(C(F)(F)F)O (TFA). The solvent is C(Cl)Cl (DCM). Reaction conditions: time 2 hour. Product: NC1=CC=C(C=C1)NC(OC)=O (methyl 4-aminophenylcarbamate). Reaction SMILES: [NH2:1][C:2]1[CH:7]=[CH:6][C:5]([NH:8][C:9](=[O:19])[O:10][CH2:11]C(OC(C)(C)C)=O)=[CH:4][CH:3]=1.C(O)(C(F)(F)F)=O>C(Cl)Cl>[NH2:1][C:2]1[CH:7]=[CH:6][C:5]([NH:8][C:9](=[O:19])[O:10][CH3:11])=[CH:4][CH:3]=1. Procedure details: Intermediate 10A (2.6 g, 9.77 mmol) was deprotected with 30% TFA in DCM (40 mL). After 2 h, the reaction was concentrated and the residue was partitioned with EtOAc (75 mL) and saturated NaHCO3 (50 mL). The organic layer was washed with brine (20 mL) and dried (MgSO4). Crude Intermediate 10B was carried onto the next step. 1H NMR (400 MHz, DMSO-d6) δ 9.86 (1H, s), 7.56 (2H, d, J=8.84 Hz), 7.28 (2H, d, J=8.84 Hz), 6.90 (2H, s), 3.68 (3H, s) ppm. Reactants: BrC1=C(C=C(C=C1)CO)Cl ((4-bromo-3-chlorophenyl)methanol), [Cr](=O)(=O)([O-])Cl.[NH+]1=CC=CC=C1 (pyridinium chlorochromate). Solvent: ClCCl (dichloromethane). Conditions: temperature 25 celsius, time 3 hour. Yields the product BrC1=C(C=C(C=O)C=C1)Cl (4-bromo-3-chlorobenzaldehyde). As a reaction SMILES: [Br:1][C:2]1[CH:7]=[CH:6][C:5]([CH2:8][OH:9])=[CH:4][C:3]=1[Cl:10].[Cr](Cl)([O-])(=O)=O.[NH+]1C=CC=CC=1>ClCCl>[Br:1][C:2]1[CH:7]=[CH:6][C:5]([CH:8]=[O:9])=[CH:4][C:3]=1[Cl:10] |f:1.2|. Procedure details: A mixture of (4-bromo-3-chlorophenyl)methanol (2.0 g, 9.0 mmol), pyridinium chlorochromate (2912 mg, 13.5 mmol) in dichloromethane (50 mL0 was stirred at 25° C. for 3 hours. The mixture was concentrated to give a residue. The residue was purified by column chromatography (silica gel, petroleum ethe/ethyl acetate=1:1) to give 4-bromo-3-chlorobenzaldehyde as a white solid (1.6 g g, 81%). 1H NMR (300 MHz, d6-DMSO): δ 9.96 (s, 1H), 7.69 (d, J=8.1, 1H), δ 7.53 (d, J=0.9, 1H), 7.19 (dd, J=8.1, 1H J2=0...